From a dataset of the Open Reaction Database (ORD), a public repository of structured organic reaction records. describe an organic reaction: reactants, conditions, products, and yield Starting materials: solution, ClC1=C(C=CC(=C1OCCBr)OC)C(=O)N(CCC(C)C)CC=1N=C2N(C=CC=C2)C1CC1=C(C=CC=C1)OC ((2-chloro-3-bromoethoxy-4-methoxyphenyl)-N-({3-[(2-methoxyphenyl)methyl](imidazolo[1,2-a]pyridin-2-yl)}methyl)-N-(3-methylbutyl)carboxamide), solution, C1(CCCC1)N (cyclopentylamine). Run in CN1C(CCC1)=O (N-methylpyrrolidinone), C(C)(=O)OCC (ethyl acetate). Run at temperature 90 celsius. Yields the product ClC1=C(C=CC(=C1OCCNC1CCCC1)OC)C(=O)N(CCC(C)C)CC=1N=C2N(C=CC=C2)C1CC1=C(C=CC=C1)OC ((2-chloro4-Methoxy-3-(2-cyclopentylaminoethoxy)phenyl)-N-({3-[(2-methoxyphenyl)methyl](imidazolo[1,2-a]pyridin-2-yl)}methyl)-N-(3-methylbutyl)carboxamide). RXN SMILES: [Cl:1][C:2]1[C:7]([O:8][CH2:9][CH2:10]Br)=[C:6]([O:12][CH3:13])[CH:5]=[CH:4][C:3]=1[C:14]([N:16]([CH2:22][C:23]1[N:24]=[C:25]2[CH:30]=[CH:29][CH:28]=[CH:27][N:26]2[C:31]=1[CH2:32][C:33]1[CH:38]=[CH:37][CH:36]=[CH:35][C:34]=1[O:39][CH3:40])[CH2:17][CH2:18][CH:19]([CH3:21])[CH3:20])=[O:15].[CH:41]1([NH2:46])[CH2:45][CH2:44][CH2:43][CH2:42]1>CN1CCCC1=O.C(OCC)(=O)C>[Cl:1][C:2]1[C:7]([O:8][CH2:9][CH2:10][NH:46][CH:41]2[CH2:45][CH2:44][CH2:43][CH2:42]2)=[C:6]([O:12][CH3:13])[CH:5]=[CH:4][C:3]=1[C:14]([N:16]([CH2:22][C:23]1[N:24]=[C:25]2[CH:30]=[CH:29][CH:28]=[CH:27][N:26]2[C:31]=1[CH2:32][C:33]1[CH:38]=[CH:37][CH:36]=[CH:35][C:34]=1[O:39][CH3:40])[CH2:17][CH2:18][CH:19]([CH3:21])[CH3:20])=[O:15]. Procedure details: To 0.1 ml of a 0.2 M solution of (2-chloro-3-bromoethoxy-4-methoxyphenyl)-N-({3-[(2-methoxyphenyl)methyl](imidazolo[1,2-a]pyridin-2-yl)}methyl)-N-(3-methylbutyl)carboxamide in N-methylpyrrolidinone is added 0.1 ml of a 1 M solution of cyclopentylamine. The mixture is heated at 90 ° C. for 15 h in a sealed vial. After cooling to room temperature, the reaction mixture is diluted with 0.5 ml of ethyl acetate and washed with 0.5 ml of 1 N aqueous sodium hydroxide. The organic layer is separated and ... The reactants are [Cl-].O[NH3+] (hydroxylammonium chloride), C(O)([O-])=O.[Na+] (sodium hydrogencarbonate), N,N′-carbonyldiimidazole, N12CCCCCC2=NCCC1 (1,8-diazabicyclo[5.4.0]undec-7-ene), C(C)C1=CC2=C(N(C(C3N(C2=O)CCC3)=O)CC3=CC=C(C=C3)C=3C(=CC=CC3)C#N)S1 (4′-[(2-ethyl-4,9-dioxo-7,8,8a,9-tetrahydro-4H-pyrrolo[1,2-a]thieno[2,3-e][1,4]diazepin-10(6H)-yl)methyl]biphenyl-2-carbonitrile). The solvent is C(Cl)(Cl)Cl (chloroform), CS(=O)C (dimethyl sulfoxide), C(Cl)Cl (methylene chloride), C(Cl)(Cl)Cl (chloroform). Conditions: temperature 40 celsius, time 30 minute. Yields the product C(C)C1=CC2=C(N(C(C3N(C2=O)CCC3)=O)CC3=CC=C(C=C3)C3=C(C=CC=C3)C3=NOC(N3)=O)S1 (2-ethyl-10-{[2′-(5-oxo-4,5-dihydro-1,2,4-oxadiazol-3-yl)biphenyl-4-yl]methyl}-6,7,8,8a-tetrahydro-4H-pyrrolo[1,2-a]thieno[2,3-e][1,4]diazepine-4,9(10H)-dione). Yield: 52.0%. As a reaction SMILES: [Cl-].O[NH3+].[C:4](=[O:7])([O-])[OH:5].[Na+].[CH2:9]([C:11]1[S:40][C:14]2[N:15]([CH2:25][C:26]3[CH:31]=[CH:30][C:29]([C:32]4[C:33]([C:38]#[N:39])=[CH:34][CH:35]=[CH:36][CH:37]=4)=[CH:28][CH:27]=3)[C:16](=[O:24])[CH:17]3[CH2:23][CH2:22][CH2:21][N:18]3[C:19](=[O:20])[C:13]=2[CH:12]=1)[CH3:10].[N:41]12CCCN=C1CCCCC2>C(Cl)(Cl)Cl.C(Cl)Cl.CS(C)=O>[CH2:9]([C:11]1[S:40][C:14]2[N:15]([CH2:25][C:26]3[CH:31]=[CH:30][C:29]([C:32]4[CH:37]=[CH:36][CH:35]=[CH:34][C:33]=4[C:38]4[NH:41][C:4](=[O:7])[O:5][N:39]=4)=[CH:28][CH:27]=3)[C:16](=[O:24])[CH:17]3[CH2:23][CH2:22][CH2:21][N:18]3[C:19](=[O:20])[C:13]=2[CH:12]=1)[CH3:10] |f:0.1,2.3|. Procedure: A mixture of hydroxylammonium chloride (0.45 g), sodium hydrogencarbonate (0.66 g) and dimethyl sulfoxide (20 mL) was stirred at 40° C. for 30 min, 4′-[(2-ethyl-4,9-dioxo-7,8,8a,9-tetrahydro-4H-pyrrolo[1,2-a]thieno[2,3-e][1,4]diazepin-10(6H)-yl)methyl]biphenyl-2-carbonitrile (0.35 g) was added, and the mixture was stirred at 90° C. for 16 hr. The reaction mixture was diluted with chloroform, washed successively with water and saturated brine, and dried over anhydrous magnesium sulfate. The solve... Starting materials: CN(C)C=O (DMF), O=P(Cl)(Cl)Cl (POCl3), ice, C(C)(C)(C)OC(=O)N1C(C=2C(CC1)=CNC2)=O (4-oxo-2,4,6,7-tetrahydro-pyrrolo[3,4-c]pyridine-5-carboxylic acid tert-butyl ester), CN(C)C=O (DMF). Conditions: time 30 minute. Yields the product C(C)(C)(C)OC(=O)N1C(C=2C(CC1)=C(NC2)C=O)=O (1-formyl-4-oxo-2,4,6,7-tetrahydro-pyrrolo[3,4-c]pyridine-5-carboxylic acid tert-butyl ester). RXN SMILES: O=P(Cl)(Cl)Cl.[C:6]([O:10][C:11]([N:13]1[CH2:18][CH2:17][C:16]2=[CH:19][NH:20][CH:21]=[C:15]2[C:14]1=[O:22])=[O:12])([CH3:9])([CH3:8])[CH3:7].CN([CH:26]=[O:27])C>>[C:6]([O:10][C:11]([N:13]1[CH2:18][CH2:17][C:16]2=[C:19]([CH:26]=[O:27])[NH:20][CH:21]=[C:15]2[C:14]1=[O:22])=[O:12])([CH3:9])([CH3:7])[CH3:8]. Procedure details: POCl3 (0.646 mL, 6.93 mmol) was added dropwise to the ice-cooled DMF (1.5 mL, 18.9 mmol). After stirring at room temperature for 30 minutes, the mixture was re-cooled to −5° C. and to it was added a solution of the above 4-oxo-2,4,6,7-tetrahydro-pyrrolo[3,4-c]pyridine-5-carboxylic acid tert-butyl ester (1.5 g, 6.3 mmol) in DMF (3 mL). The mixture was stirred at room temperature for 6 hours. The reaction mixture was quenched with ice cubes followed by the addition of 10 N potassium hydroxide, adj... Reactants: BrC(C(=O)C1=CC=C(C=C1)C1(CCC1)NC(OC(C)(C)C)=O)C1=CC=CC=C1 (tert-butyl (1-{4-[bromo(phenyl)acetyl]phenyl}cyclobutyl)carbamate), COC1=C(C(=C(N=N1)N)C)C (6-methoxy-4,5-dimethylpyridazin-3-amine), C(C)(C)N(C(C)C)CC (N,N-diisopropylethylamine). Solvent: C(CCC)#N (butyronitrile). Reaction conditions: temperature 120 celsius. Product: COC=1C(=C(C=2N(N1)C(=C(N2)C2=CC=C(C=C2)C2(CCC2)NC(OC(C)(C)C)=O)C2=CC=CC=C2)C)C (tert-Butyl {1-[4-(6-methoxy-7,8-dimethyl-3-phenylimidazo[1,2-b]-pyridazin-2-yl)phenyl]cyclobutyl}carbamate). Isolated yield 28.0%. Reaction SMILES: Br[CH:2]([C:23]1[CH:28]=[CH:27][CH:26]=[CH:25][CH:24]=1)[C:3]([C:5]1[CH:10]=[CH:9][C:8]([C:11]2([NH:15][C:16](=[O:22])[O:17][C:18]([CH3:21])([CH3:20])[CH3:19])[CH2:14][CH2:13][CH2:12]2)=[CH:7][CH:6]=1)=O.[CH3:29][O:30][C:31]1[N:36]=[N:35][C:34]([NH2:37])=[C:33]([CH3:38])[C:32]=1[CH3:39].C(N(CC)C(C)C)(C)C>C(#N)CCC>[CH3:29][O:30][C:31]1[C:32]([CH3:39])=[C:33]([CH3:38])[C:34]2[N:35]([C:2]([C:23]3[CH:28]=[CH:27][CH:26]=[CH:25][CH:24]=3)=[C:3]([C:5]3[CH:6]=[CH:7][C:8]([C:11]4([NH:15][C:16](=[O:22])[O:17][C:18]([CH3:21])([CH3:19])[CH3:20])[CH2:12][CH2:13][CH2:14]4)=[CH:9][CH:10]=3)[N:37]=2)[N:36]=1. Procedure: A mixture of crude tert-butyl (1-{4-[bromo(phenyl)acetyl]phenyl}cyclobutyl)carbamate [that was prepared in a manner analgous to that described for Intermediate Example Int-1-A] (391 mg, ˜80% purity, 0.710 mmol, 1.0 eq), 6-methoxy-4,5-dimethylpyridazin-3-amine (that was prepared in a manner analgous to that described for Intermediate Example Int-34, Step 1, 108 mg, 0.710 mmol, 1.0 eq) and N,N-diisopropylethylamine (140 μL, 0.780 mmol, 1.1 eq) in butyronitrile (4.9 mL) was heated for 3 hours at 12... The reactants are C(C)OC(CC1CCN(CC1)C(C(C(NC(C1=C(C=C(C=C1)C#N)F)=O)CC)(C)C)=O)=O (ethyl-N-(N-(4-cyano-2-fluorobenzoyl)-β-ethyl-α,α-dimethyl-β-alanyl)-4-piperidineacetate), S1CNCC1 (thiazolidine), amine. Yields the product C(C)OC(CC1CCN(CC1)C(C(C(NC(C1=C(C=C(C=C1)C(=N)N1CSCC1)F)=O)CC)(C)C)=O)=O (Ethyl-N-(N-(4-(3-thiazolidinoimidoyl)-2-fluorobenzoyl)-β-ethyl-α,α-dimethyl-β-alanyl)-4-piperidineacetate). Yield: 23.0%. As a reaction SMILES: [CH2:1]([O:3][C:4](=[O:32])[CH2:5][CH:6]1[CH2:11][CH2:10][N:9]([C:12](=[O:31])[C:13]([CH3:30])([CH3:29])[CH:14]([CH2:27][CH3:28])[NH:15][C:16](=[O:26])[C:17]2[CH:22]=[CH:21][C:20]([C:23]#[N:24])=[CH:19][C:18]=2[F:25])[CH2:8][CH2:7]1)[CH3:2].[S:33]1[CH2:37][CH2:36][NH:35][CH2:34]1>>[CH2:1]([O:3][C:4](=[O:32])[CH2:5][CH:6]1[CH2:7][CH2:8][N:9]([C:12](=[O:31])[C:13]([CH3:30])([CH3:29])[CH:14]([CH2:27][CH3:28])[NH:15][C:16](=[O:26])[C:17]2[CH:22]=[CH:21][C:20]([C:23]([N:35]3[CH2:36][CH2:37][S:33][CH2:34]3)=[NH:24])=[CH:19][C:18]=2[F:25])[CH2:10][CH2:11]1)[CH3:2]. Reported procedure: The same procedure as in Example 45 was performed with ethyl-N-(N-(4-cyano-2-fluorobenzoyl)-β-ethyl-α,α-dimethyl-β-alanyl)-4-piperidineacetate (1.48 g, 3.3 mmol) by using thiazolidine (2.5 ml) as an amine to yield the titled compound (314 mg, 23%). Starting materials: ClCCCS(=O)(=O)C1=CC(=C(C=C1)F)F (4-(3-chloro-propane-1-sulfonyl)-1,2-difluoro-benzene), solution, C[Si](C)(C)[N-][Si](C)(C)C.[K+] (potassium bis(trimethylsilyl)amide). The solvent is C1CCOC1 (THF), C1CCOC1 (THF). Reaction conditions: time 30 minute. Product: C1(CC1)S(=O)(=O)C1=CC(=C(C=C1)F)F (4-Cyclopropanesulfonyl-1,2-difluoro-benzene). Reaction SMILES: Cl[CH2:2][CH2:3][CH2:4][S:5]([C:8]1[CH:13]=[CH:12][C:11]([F:14])=[C:10]([F:15])[CH:9]=1)(=[O:7])=[O:6].C[Si]([N-][Si](C)(C)C)(C)C.[K+]>C1COCC1>[CH:4]1([S:5]([C:8]2[CH:13]=[CH:12][C:11]([F:14])=[C:10]([F:15])[CH:9]=2)(=[O:7])=[O:6])[CH2:2][CH2:3]1 |f:1.2|. Procedure details: To 11.8 mmol 4-(3-chloro-propane-1-sulfonyl)-1,2-difluoro-benzene in 400 ml THF at −78° C. was added dropwise over 30 min 14.2 mmol of a 0.9 M solution of potassium bis(trimethylsilyl)amide in THF. The reaction mixture was then allowed to warm to RT and stirring continued for a further 30 min at RT. The mixture was then quenched by addition of 1 M aq HCl and extracted three times with ethyl acetate. The combined organic phases were dried with Na2SO4, and concentrated in vacuo. The residue was ch...